Dataset: the Open Reaction Database (ORD), a public repository of structured organic reaction records. Task: describe an organic reaction: reactants, conditions, products, and yield Starting materials: COCOC=1C2=C(SC1C1=CC=CC=C1)C=NC=C2 (3-methoxymethoxy-2-phenyl-6-azabenzo[b]thiophene), CCOCC (ether). Conditions: time 3 hour. Yields the product OC(C1=NC=CC2=C1SC(=C2OCOC)C2=CC=CC=C2)C2=CC=CC=C2 (7-(Hydroxyphenylmethyl)-3-methoxymethoxy-2-phenyl-6-azabenzo[b]thiophene). Isolated yield 44.0%. RXN SMILES: [CH3:1][O:2][CH2:3][O:4][C:5]1[C:6]2[CH:19]=[CH:18][N:17]=[CH:16][C:7]=2[S:8][C:9]=1[C:10]1[CH:15]=[CH:14][CH:13]=[CH:12][CH:11]=1.CC[O:22][CH2:23][CH3:24]>>[OH:22][CH:23]([C:24]1[CH:7]=[CH:6][CH:5]=[CH:9][CH:10]=1)[C:16]1[C:7]2[S:8][C:9]([C:10]3[CH:15]=[CH:14][CH:13]=[CH:12][CH:11]=3)=[C:5]([O:4][CH2:3][O:2][CH3:1])[C:6]=2[CH:19]=[CH:18][N:17]=1. Procedure details: A solution of 1.0 g (3.7 mmol) of 3-methoxymethoxy-2-phenyl-6-azabenzo[b]thiophene in 5 mL of dry ether was added and the solution was kept at -60° for 3 hours. The reaction was quenched with 0.5 mL of benzaldehyde and allowed to warm to room temperature. The mixture was partitioned between ether and water and the aqueous layer was washed with ether. The combined extracts were dried and concentrated to an oil. Chromatography on silica gel (30% ethyl acetate-hexane) afforded 0.62 g (44%) of a col... Starting materials: B(F)(F)F.CSC (Borontrifluoride dimethylsulfide), C(C)(=O)C1=C(C=CC=C1)C1=NC=C(C=C1)C=1C(=NN(C1)CC#N)C1=CC(=CC(=C1)C)OC ([4-(2-(2-acetylphenyl)pyridin-5-yl)-3-(3-methoxy-5-methylphenyl)-pyrazol-1-yl]acetonitrile). Solvent: ClCCl (dichloromethane). Run at time 24 hour. The product is C(C)(=O)C1=C(C=CC=C1)C1=NC=C(C=C1)C=1C(=NN(C1)CC#N)C1=CC(=CC(=C1)C)O ([4-(2-(2-acetylphenyl)pyridin-5-yl)-3-(3-hydroxy-5-methylphenyl)-pyrazol-1-yl]acetonitrile). RXN SMILES: B(F)(F)F.CSC.[C:8]([C:11]1[CH:16]=[CH:15][CH:14]=[CH:13][C:12]=1[C:17]1[CH:22]=[CH:21][C:20]([C:23]2[C:24]([C:31]3[CH:36]=[C:35]([CH3:37])[CH:34]=[C:33]([O:38]C)[CH:32]=3)=[N:25][N:26]([CH2:28][C:29]#[N:30])[CH:27]=2)=[CH:19][N:18]=1)(=[O:10])[CH3:9]>ClCCl>[C:8]([C:11]1[CH:16]=[CH:15][CH:14]=[CH:13][C:12]=1[C:17]1[CH:22]=[CH:21][C:20]([C:23]2[C:24]([C:31]3[CH:36]=[C:35]([CH3:37])[CH:34]=[C:33]([OH:38])[CH:32]=3)=[N:25][N:26]([CH2:28][C:29]#[N:30])[CH:27]=2)=[CH:19][N:18]=1)(=[O:10])[CH3:9] |f:0.1|. Procedure details: Borontrifluoride-dimethylsulfide (0.13 mL, 1.2 mmol) was dropwise added to a solution of the methoxy compound (50.7 mg, 0.12 mmol) prepared in Example 67 in dichloromethane (4 mL) at room temperature under nitrogen atmosphere, and stirred for 24 hours. The reaction mixture was concentrated by vacuum distillation. The residue was treated in ethyl acetate (100 mL) and brine (50 mL), and the organic layer was dried over anhydrous magnesium sulfate and distilled under vacuum. Purification through co... Starting materials: CO, COC(=O)c1ccc2sc(C)c(Cc3ccc(Cl)cc3Cl)c2c1, [Na+], C1CCOC1, [OH-]. The product is Cc1sc2ccc(C(=O)O)cc2c1Cc1ccc(Cl)cc1Cl. As a reaction SMILES: [CH3:24][OH:25].[Cl:1][c:2]1[c:3]([CH2:4][c:5]2[c:6]3[c:7]([s:8][c:9]2[CH3:10])[cH:11][cH:12][c:13]([C:15](=[O:16])[O:17][CH3:18])[cH:14]3)[cH:19][cH:20][c:21]([Cl:23])[cH:22]1.[Na+:27].[O:28]1[CH2:29][CH2:30][CH2:31][CH2:32]1.[OH-:26]>>[Cl:1][c:2]1[c:3]([CH2:4][c:5]2[c:6]3[c:7]([s:8][c:9]2[CH3:10])[cH:11][cH:12][c:13]([C:15](=[O:16])[OH:17])[cH:14]3)[cH:19][cH:20][c:21]([Cl:23])[cH:22]1. The reactants are CC(O)=S, C=CCOC(=O)N1CC(OS(C)(=O)=O)CC1CCc1nccn1C, CC(C)(C)[O-], CN(C)C=O, [K+]. The product is C=CCOC(=O)N1CC(SC(C)=O)CC1CCc1nccn1C. Reaction SMILES: [C:7]([CH3:8])(=[S:9])[OH:10].[CH2:11]([CH:12]=[CH2:13])[O:14][C:15](=[O:16])[N:17]1[CH:18]([CH2:27][CH2:28][c:29]2[n:30]([CH3:34])[cH:31][cH:32][n:33]2)[CH2:19][CH:20]([O:22][S:23]([CH3:24])(=[O:25])=[O:26])[CH2:21]1.[CH3:1][C:2]([CH3:3])([O-:4])[CH3:5].[CH3:35][N:36]([CH3:37])[CH:38]=[O:39].[K+:6]>>[C:7]([CH3:8])([S:9][CH:20]1[CH2:19][CH:18]([CH2:27][CH2:28][c:29]2[n:30]([CH3:34])[cH:31][cH:32][n:33]2)[N:17]([C:15]([O:14][CH2:11][CH:12]=[CH2:13])=[O:16])[CH2:21]1)=[O:10]. Reactants: CO, Cl, COC(=O)c1nc(C=Cc2ccc(-n3cnc(C)c3)c(OC)c2)[nH]c1-c1ccc(F)cc1, [Na+], [OH-]. Product: COc1cc(C=Cc2nc(C(=O)O)c(-c3ccc(F)cc3)[nH]2)ccc1-n1cnc(C)c1. Reaction SMILES: [CH3:36][OH:37].[ClH:35].[F:3][c:4]1[cH:5][cH:6][c:7](-[c:10]2[c:11]([C:31](=[O:32])[O:33][CH3:34])[n:12][c:13]([CH:15]=[CH:16][c:17]3[cH:18][c:19]([O:29][CH3:30])[c:20](-[n:23]4[cH:24][n:25][c:26]([CH3:28])[cH:27]4)[cH:21][cH:22]3)[nH:14]2)[cH:8][cH:9]1.[Na+:2].[OH-:1]>>[F:3][c:4]1[cH:5][cH:6][c:7](-[c:10]2[c:11]([C:31](=[O:32])[OH:33])[n:12][c:13]([CH:15]=[CH:16][c:17]3[cH:18][c:19]([O:29][CH3:30])[c:20](-[n:23]4[cH:24][n:25][c:26]([CH3:28])[cH:27]4)[cH:21][cH:22]3)[nH:14]2)[cH:8][cH:9]1. Reactants: CCCCCC(=Cc1ccc(Cl)cc1Cl)CO, ClC(Cl)Cl, BrP(Br)Br. Product: CCCCCC(=Cc1ccc(Cl)cc1Cl)CBr. As a reaction SMILES: [CH2:5]([CH2:6][CH2:7][CH2:8][CH3:9])[C:10]([CH2:11][OH:12])=[CH:13][c:14]1[c:15]([Cl:21])[cH:16][c:17]([Cl:20])[cH:18][cH:19]1.[Cl:22][CH:23]([Cl:24])[Cl:25].[P:1]([Br:2])([Br:3])[Br:4]>>[Br:2][CH2:11][C:10]([CH2:5][CH2:6][CH2:7][CH2:8][CH3:9])=[CH:13][c:14]1[c:15]([Cl:21])[cH:16][c:17]([Cl:20])[cH:18][cH:19]1. The reactants are C1(CCCCC1)CCNC1=CC=C(C=C1)CC(=O)O (4-(2-cyclohexylethylamino)-phenylacetic acid), [H-].[Na+] (sodium hydride), CI (methyl iodide). Solvent: CN(P(=O)(N(C)C)N(C)C)C (hexamethylphosphoramide), CN(P(=O)(N(C)C)N(C)C)C (hexamethylphosphoramide). Reaction conditions: time 1 hour. The product is C1(CCCCC1)CCNC1=CC=C(C=C1)CC(=O)OC (methyl 4-(2-cyclohexylethylamino)phenylacetate). RXN SMILES: [CH:1]1([CH2:7][CH2:8][NH:9][C:10]2[CH:15]=[CH:14][C:13]([CH2:16][C:17]([OH:19])=[O:18])=[CH:12][CH:11]=2)[CH2:6][CH2:5][CH2:4][CH2:3][CH2:2]1.[H-].[Na+].[CH3:22]I>CN(C)P(N(C)C)(N(C)C)=O>[CH:1]1([CH2:7][CH2:8][NH:9][C:10]2[CH:15]=[CH:14][C:13]([CH2:16][C:17]([O:19][CH3:22])=[O:18])=[CH:12][CH:11]=2)[CH2:6][CH2:5][CH2:4][CH2:3][CH2:2]1 |f:1.2|. Procedure details: A solution of 20.7 g. of 4-(2-cyclohexylethylamino)-phenylacetic acid in 25 ml. of hexamethylphosphoramide is added to a stirred mixture of 0.800 g. of sodium hydride (57% in mineral oil) and 25 ml. of hexamethylphosphoramide. The solution which forms after one hour is treated with 11.0 g. of methyl iodide and is then stirred at 25° C. for 18 hours. Dilution with water followed by filtration affords a white solid which is crystallized from ethanol to yield methyl 4-(2-cyclohexylethylamino)phenyl... Reactants: [N+](=O)([O-])C=1C=C(N)C=CC1 (m-nitroaniline), CS(=O)(=O)Cl (methanesulfonyl chloride), Cl (hydrochloric acid). Run in N1=CC=CC=C1 (pyridine). The product is CS(=O)(=O)NC=1C=C(C=CC1)[N+](=O)[O-] (m-(methylsulfonamido)-nitrobenzene). RXN SMILES: [N+:1]([C:4]1[CH:5]=[C:6]([CH:8]=[CH:9][CH:10]=1)[NH2:7])([O-:3])=[O:2].[CH3:11][S:12](Cl)(=[O:14])=[O:13].Cl>N1C=CC=CC=1>[CH3:11][S:12]([NH:7][C:6]1[CH:5]=[C:4]([N+:1]([O-:3])=[O:2])[CH:10]=[CH:9][CH:8]=1)(=[O:14])=[O:13]. Procedure: To a solution of 2.76 g. (0.02 mol) of m-nitroaniline in 5 ml. of pyridine cooled to 0° C. is added 1.6 ml. (0.02 mol) of methanesulfonyl chloride dropwise and the mixture is stirred at room temperature for two hours. The reaction mixture is decomposed by addition of dilute hydrochloric acid and ice, and dried to give m-(methylsulfonamido)-nitrobenzene, m.p. 237° C. The latter, 1.08 g. (0.005 mol), is dissolved in 100 ml. of ethanol, 300 mg. of 10% palladium-on-carbon is added and the mixture is... Starting materials: [Br-], C[P+](c1ccccc1)(c1ccccc1)c1ccccc1, COC(=O)c1ccc2c(c1)C(=O)c1ccccc1CO2, C1CCOC1. The product is C=C1c2ccccc2COc2ccc(C(=O)OC)cc21. RXN SMILES: [Br-:26].[CH3:27][P+:28]([c:29]1[cH:30][cH:31][cH:32][cH:33][cH:34]1)([c:35]1[cH:36][cH:37][cH:38][cH:39][cH:40]1)[c:41]1[cH:42][cH:43][cH:44][cH:45][cH:46]1.[O:1]=[C:2]1[c:3]2[c:4]([cH:13][cH:14][c:15]([C:17](=[O:18])[O:19][CH3:20])[cH:16]2)[O:5][CH2:6][c:7]2[c:8]1[cH:9][cH:10][cH:11][cH:12]2.[O:21]1[CH2:22][CH2:25][CH2:24][CH2:23]1>>[C:2]1(=[CH2:22])[c:3]2[c:4]([cH:13][cH:14][c:15]([C:17](=[O:18])[O:19][CH3:20])[cH:16]2)[O:5][CH2:6][c:7]2[c:8]1[cH:9][cH:10][cH:11][cH:12]2. Reactants: N(=[N+]=[N-])C(CC)C1=NC=CN=C1 (2-(1-azidopropyl)pyrazine), C1=CC=C(C=C1)P(C2=CC=CC=C2)C3=CC=CC=C3 (PPh3), CO (MeOH), CO (MeOH). Solvent: C1CCOC1 (THF), O (water). Reaction conditions: temperature 50 celsius, time 20 hour. The product is N1=C(C=NC=C1)C(CC)N (1-(Pyrazin-2-yl)propan-1-amine). As a reaction SMILES: [N:1]([CH:4]([C:7]1[CH:12]=[N:11][CH:10]=[CH:9][N:8]=1)[CH2:5][CH3:6])=[N+]=[N-].C1C=CC(P(C2C=CC=CC=2)C2C=CC=CC=2)=CC=1.CO>C1COCC1.O>[N:8]1[CH:9]=[CH:10][N:11]=[CH:12][C:7]=1[CH:4]([NH2:1])[CH2:5][CH3:6]. Procedure details: The 2-(1-azidopropyl)pyrazine (56 mg) was dissolved in the THF (5 ml) and water (1 ml) and the PS—PPh3 (225 mg) added. The reaction mixture was heated to 50° C. and left to stir for approx. 20 hours. The mixture was filtered under vacuum and rinsed with DCM (a precipitate formed and re-dissolved with MeOH) then MeOH. The filtrate was evaporated to yield the title compound as a yellow oil which was used without further purification. [M+H]+ 138.